This data is from the Open Reaction Database (ORD), a public repository of structured organic reaction records. The task is: describe an organic reaction: reactants, conditions, products, and yield Starting materials: ClC1=NN=CC2=C1C=CC(=N2)NC2=C(C=C(C=C2)F)F (5-chloro-N-(2,4-difluorophenyl)pyrido[3,2-d]pyridazin-2-amine), N1CCOCC1 (morpholine). Solvent: CN1CCCC1=O (NMP), O (water). Reaction conditions: time 5 minute. Yields the product FC1=C(C=CC(=C1)F)NC=1C=CC=2C(=NN=CC2N1)N1CCOCC1 (N-(2,4-Difluorophenyl)-5-morpholinopyrido[3,2-d]pyridazin-2-amine). As a reaction SMILES: Cl[C:2]1[C:7]2[CH:8]=[CH:9][C:10]([NH:12][C:13]3[CH:18]=[CH:17][C:16]([F:19])=[CH:15][C:14]=3[F:20])=[N:11][C:6]=2[CH:5]=[N:4][N:3]=1.[NH:21]1[CH2:26][CH2:25][O:24][CH2:23][CH2:22]1>CN1C(=O)CCC1.O>[F:20][C:14]1[CH:15]=[C:16]([F:19])[CH:17]=[CH:18][C:13]=1[NH:12][C:10]1[CH:9]=[CH:8][C:7]2[C:2]([N:21]3[CH2:26][CH2:25][O:24][CH2:23][CH2:22]3)=[N:3][N:4]=[CH:5][C:6]=2[N:11]=1. Procedure details: A solution of 5-chloro-N-(2,4-difluorophenyl)pyrido[3,2-d]pyridazin-2-amine (80 mg, 0.27 mmol) and morpholine (238 mg, 2.73 mmol) in 0.4 mL of NMP was heated in a microwave at 150° C. for 30 min. It was diluted with 1 mL of water and stirred for 5 min. The precipitated solid was filtered, rinsed sequentially with 2×2 mL of water, 2×2 mL of ether and 2 mL of EtOAc, then dried in a vacuum oven at 45° C. for 18 h to give the title compound as a tan solid. MS (ESI, pos.ion) m/z: M+1=344.0 Reactants: C[C@H]1/C=C/C=C(\C(=O)NC2=C(C(=O)C3=C4C(=C(C(=C3C2=O)O)C)O[C@@](C4=O)(O/C=C/[C@@H]([C@H]([C@H]([C@@H]([C@@H]([C@@H]([C@H]1O)C)O)C)OC(=O)C)C)OC)C)Br)/C (3-bromo-rifamycin S), CN(C=O)C (N,N-dimethyl formamide). Reaction conditions: temperature 20 celsius, time 5 hour. Yields the product C[C@H]1/C=C/C=C(\C(=O)NC2=C(C(=O)C3=C4C(=C(C(=C3C2=O)O)C)O[C@@](C4=O)(O/C=C/[C@@H]([C@H]([C@H]([C@@H]([C@@H]([C@@H]([C@H]1O)C)O)C)OC(=O)C)C)OC)C)N)/C (3-amino-rifamycin S). As a reaction SMILES: [CH3:1][C@@H:2]1[C@H:37]([OH:38])[C@@H:36]([CH3:39])[C@@H:35]([OH:40])[C@@H:34]([CH3:41])[C@H:33]([O:42][C:43]([CH3:45])=[O:44])[C@H:32]([CH3:46])[C@@H:31]([O:47][CH3:48])[CH:30]=[CH:29][O:28][C@:25]2([CH3:49])[C:26](=[O:27])[C:15]3[C:16]([O:24]2)=[C:17]([CH3:23])[C:18]([OH:22])=[C:19]2[C:20](=[O:21])[C:10](=[C:11](Br)[C:12]([C:14]=32)=[O:13])[NH:9][C:7](=[O:8])[C:6]([CH3:51])=[CH:5][CH:4]=[CH:3]1.C[N:53](C)C=O>>[CH3:1][C@@H:2]1[C@H:37]([OH:38])[C@@H:36]([CH3:39])[C@@H:35]([OH:40])[C@@H:34]([CH3:41])[C@H:33]([O:42][C:43]([CH3:45])=[O:44])[C@H:32]([CH3:46])[C@@H:31]([O:47][CH3:48])[CH:30]=[CH:29][O:28][C@:25]2([CH3:49])[C:26](=[O:27])[C:15]3[C:16]([O:24]2)=[C:17]([CH3:23])[C:18]([OH:22])=[C:19]2[C:20](=[O:21])[C:10](=[C:11]([NH2:53])[C:12]([C:14]=32)=[O:13])[NH:9][C:7](=[O:8])[C:6]([CH3:51])=[CH:5][CH:4]=[CH:3]1. Procedure: 540 g of 3-bromo-rifamycin S are dissolved in 1500 ml of N,N-dimethyl formamide at 20° C. A steam of N2 is bubbled through the solution for 20', then 60 g of sodium nitrite are added portionwise allowing the temperature to rise to 39° C. while stirring under nitrogen atmosphere. The temperature is kept at 40° C. with a water bath for 30', then cooled at 20° C.; 10 g of urea are added and 70 ml of acetic acid are added dropwise. The steam of N2 is stopped and 130 g of zinc powder are added portio... Reactants: Cn1cc(Br)cc(Br)c1=O, O=C([O-])[O-], C1COCCO1, Nc1cc2n(n1)CCN(C1CC1)C2, [Cs+], [Cs+]. The product is Cn1cc(Br)cc(Nc2cc3n(n2)CCN(C2CC2)C3)c1=O. RXN SMILES: [Br:14][c:15]1[c:16](=[O:23])[n:17]([CH3:22])[cH:18][c:19]([Br:21])[cH:20]1.[C:24](=[O:25])([O-:26])[O-:27].[CH2:30]1[O:31][CH2:32][CH2:33][O:34][CH2:35]1.[CH:1]1([N:4]2[CH2:5][c:6]3[n:7]([n:10][c:11]([NH2:13])[cH:12]3)[CH2:8][CH2:9]2)[CH2:2][CH2:3]1.[Cs+:28].[Cs+:29]>>[CH:1]1([N:4]2[CH2:5][c:6]3[n:7]([n:10][c:11]([NH:13][c:15]4[c:16](=[O:23])[n:17]([CH3:22])[cH:18][c:19]([Br:21])[cH:20]4)[cH:12]3)[CH2:8][CH2:9]2)[CH2:2][CH2:3]1. Starting materials: Cl (hydrochloric acid), [N+](=O)([O-])C1=NNC=N1 (3-nitro-1,2,4-triazole), aqueous solution, ClC=1C(NC(NC1CCl)=O)=O (5-chloro-6-chloromethyluracil). Run in [OH-].[K+] (KOH). Conditions: temperature 80 celsius. Yields the product ClC=1C(NC(NC1CN1N=C(N=C1)[N+](=O)[O-])=O)=O (5-chloro-6-(3-nitro-1,2,4-triazol-1-ylmethyl)uracil). The yield is 73.0%. As a reaction SMILES: [N+:1]([C:4]1[N:8]=[CH:7][NH:6][N:5]=1)([O-:3])=[O:2].[Cl:9][C:10]1[C:11](=[O:19])[NH:12][C:13](=[O:18])[NH:14][C:15]=1[CH2:16]Cl.Cl>[OH-].[K+]>[Cl:9][C:10]1[C:11](=[O:19])[NH:12][C:13](=[O:18])[NH:14][C:15]=1[CH2:16][N:6]1[CH:7]=[N:8][C:4]([N+:1]([O-:3])=[O:2])=[N:5]1 |f:3.4|. Procedure details: To a solution of 0.88 g of 3-nitro-1,2,4-triazole in a 1 N aqueous solution of KOH (10 ml), 0.50 g of 5-chloro-6-chloromethyluracil was added, followed by heating at 80° C. for 2.5 hours under stirring. The reaction mixture was neutralized with 6 N hydrochloric acid. A precipitate was collected by filtration and then washed with water and methanol, whereby 510 mg of the title compound were obtained (yield: 73%). Run at temperature 85 celsius, time 3 hour. As a reaction SMILES: [H-].[Na+].[CH:3]1[C:8]2[CH2:9][CH2:10][CH2:11][CH2:12][CH2:13][C:14](=[O:15])[C:7]=2[CH:6]=[CH:5][CH:4]=1.Cl.[C:17](=O)([O:20]C)[O:18][CH3:19]>>[CH3:19][O:18][C:17]([CH:13]1[CH2:12][CH2:11][CH2:10][CH2:9][C:8]2[CH:3]=[CH:4][CH:5]=[CH:6][C:7]=2[C:14]1=[O:15])=[O:20] |f:0.1|. Yields the product COC(=O)C1C(C2=C(CCCC1)C=CC=C2)=O (5-Oxo-5,6,7,8,9,10-hexahydro-benzocyclooctene-6-carboxylic acid methyl ester). Procedure: Dimethyl carbonate (20 mL) was treated with NaH (60% dispersed in oil, 660 mg, 46 mmol), heated at 85° C., treated dropwise with a solution of 7,8,9,10-tetrahydro-6H-benzocycloocten-5-one (prepared according to Richard W. Thies, J. Org. Chem. 42(2), 280-281, 1977) (950 mg, 5.5 mmol) in dimethyl carbonate (10 mL), stirred at 85-90° C. for three hours, cooled to 0° C., acidified by the slow addition of 1 M HCl (50 mL) and extracted with ether (150 mL). The organic was isolated, washed with brine, ... Reactants: [H-].[Na+] (NaH), C(OC)(OC)=O (Dimethyl carbonate), C1=CC=CC2=C1CCCCCC2=O (7,8,9,10-tetrahydro-6H-benzocycloocten-5-one), C(OC)(OC)=O (dimethyl carbonate), Cl (HCl). The reactants are Cl (hydrochloric acid), C(C)(C)(C)OC(=O)NCCOC1=CC=C(C/C(/C(=O)OC)=C(/C(=O)OC)\[C@@H]2CC[C@@H](CC2)O[Si](C)(C)C(C)(C)C)C=C1 (dimethyl 2-(4-(2-((tert-butoxycarbonyl)amino)ethoxy)benzyl)-3-(cis-4-((tert-butyldimethylsilyl)oxy)cyclohexyl)maleate). Run in C(C)O (ethanol). Conditions: temperature 50 celsius, time 15 hour. Yields the product NCCOC1=CC=C(C/C(/C(=O)OC)=C(/C(=O)OC)\[C@@H]2CC[C@@H](CC2)O)C=C1 (Dimethyl 2-(4-(2-aminoethoxy)benzyl)-3-(cis-4-hydroxycyclohexyl)maleate). The yield is 77.4%. As a reaction SMILES: Cl.C(OC([NH:9][CH2:10][CH2:11][O:12][C:13]1[CH:43]=[CH:42][C:16]([CH2:17]/[C:18](=[C:23](\[C@H:28]2[CH2:33][CH2:32][C@@H:31]([O:34][Si](C(C)(C)C)(C)C)[CH2:30][CH2:29]2)/[C:24]([O:26][CH3:27])=[O:25])/[C:19]([O:21][CH3:22])=[O:20])=[CH:15][CH:14]=1)=O)(C)(C)C>C(O)C>[NH2:9][CH2:10][CH2:11][O:12][C:13]1[CH:14]=[CH:15][C:16]([CH2:17]/[C:18](=[C:23](\[C@H:28]2[CH2:33][CH2:32][C@@H:31]([OH:34])[CH2:30][CH2:29]2)/[C:24]([O:26][CH3:27])=[O:25])/[C:19]([O:21][CH3:22])=[O:20])=[CH:42][CH:43]=1. Reported procedure: Concentrated hydrochloric acid (catalytic amount) was added to a solution of dimethyl 2-(4-(2-((tert-butoxycarbonyl)amino)ethoxy)benzyl)-3-(cis-4-((tert-butyldimethylsilyl)oxy)cyclohexyl)maleate (20 mg, 0.033 mmol) in ethanol (1.0 ml) at room temperature, and the mixture was stirred at 50° C. for 15 hr. This mixture was concentrated, and sodium bicarbonate water was added to the residue, followed by extraction with dichloromethane. The organic layer was washed with water and saturated brine and ... The reactants are C(C)(C)(C)OC(=O)N1CCC[C@@H](C2=CC=3COCC3C=C21)N(C=2N=NN(N2)CCOC(C)(C)C)CC2=CC(=CC(=C2)C(F)(F)F)C(F)(F)F ((S)-9-{(3,5-bis-trifluoromethyl-benzyl)-[2-(2-tert-butoxy-ethyl)-2H-tetrazol-5-yl]-amino}-1,3,6,7,8,9-hexahydro-2-oxa-5-aza-cyclohepta[f]indene-5-carboxylic acid tert-butyl ester), C([O-])([O-])=O.[Na+].[Na+] (sodium carbonate). Solvent: Cl.O1CCOCC1 (hydrochloric acid dioxane), C(C)(=O)OCC (ethyl acetate). Reaction conditions: time 8 hour. The product is FC(C=1C=C(CN(C=2N=NN(N2)CCO)[C@H]2CCCNC=3C2=CC=2COCC2C3)C=C(C1)C(F)(F)F)(F)F ((S)-2-{5-[(3,5-Bis-trifluoromethyl-benzyl)-(3,5,6,7,8,9-hexahydro-1H-2-oxa-5-aza-cyclohepta[f]inden-9-yl)-amino]-tetrazol-2-yl}-ethanol). As a reaction SMILES: C(OC([N:8]1[C:21]2[C:13](=[CH:14][C:15]3[CH2:16][O:17][CH2:18][C:19]=3[CH:20]=2)[C@@H:12]([N:22]([CH2:35][C:36]2[CH:41]=[C:40]([C:42]([F:45])([F:44])[F:43])[CH:39]=[C:38]([C:46]([F:49])([F:48])[F:47])[CH:37]=2)[C:23]2[N:24]=[N:25][N:26]([CH2:28][CH2:29][O:30]C(C)(C)C)[N:27]=2)[CH2:11][CH2:10][CH2:9]1)=O)(C)(C)C.C(=O)([O-])[O-].[Na+].[Na+]>Cl.O1CCOCC1.C(OCC)(=O)C>[F:49][C:46]([F:47])([F:48])[C:38]1[CH:37]=[C:36]([CH:41]=[C:40]([C:42]([F:43])([F:44])[F:45])[CH:39]=1)[CH2:35][N:22]([C@@H:12]1[C:13]2=[CH:14][C:15]3[CH2:16][O:17][CH2:18][C:19]=3[CH:20]=[C:21]2[NH:8][CH2:9][CH2:10][CH2:11]1)[C:23]1[N:24]=[N:25][N:26]([CH2:28][CH2:29][OH:30])[N:27]=1 |f:1.2.3,4.5|. Reported procedure: Dissolve (S)-9-{(3,5-bis-trifluoromethyl-benzyl)-[2-(2-tert-butoxy-ethyl)-2H-tetrazol-5-yl]-amino}-1,3,6,7,8,9-hexahydro-2-oxa-5-aza-cyclohepta[f]indene-5-carboxylic acid tert-butyl ester (0.140 mmol) in 4 M hydrochloric acid/dioxane (10 mL). After stirring overnight at room temperature, neutralize the reaction with aqueous sodium carbonate and dilute with ethyl acetate (20 mL). Dry the organic portion over sodium sulfate, filter, and remove the solvent under vacuum. Chromatograph the product ov... Starting materials: C(C1=CC=CC=C1)OC(=O)N[C@@H](CCC(=O)NCCOCC=1NC(=C(C(C1C(=O)OCC)C1=C(C=CC=C1)Cl)C(=O)OC)C)C(=O)O (2-[2-(-(S)-4-benzyloxycarbonylamino-4-carboxybutanamido)ethoxymethyl]-4-(2-chlorophenyl)-3-ethoxycarbonyl-5-methoxycarbonyl-6-methyl-1,4-dihydropyridine), C(C)O (ethanol), C1(CCCCC1)N=C=NC1CCCCC1 (N,N'-dicyclohexylcarbodiimide). Reagents/catalysts: CN(C1=CC=NC=C1)C (4-dimethylaminopyridine). Solvent: ClCCl (dichloromethane). The product is C(C1=CC=CC=C1)OC(=O)N[C@@H](CCC(=O)NCCOCC=1NC(=C(C(C1C(=O)OCC)C1=C(C=CC=C1)Cl)C(=O)OC)C)C(=O)OCC (2-[2-(-(S)-4-benzyloxycarbonylamino-4-ethoxycarbonylbutanamido)ethoxymethyl]-4-(2-chlorophenyl)-3-ethoxycarbonyl-5-methoxycarbonyl-6-methyl-1,4-dihydropyridine). Yield: 81.6%. As a reaction SMILES: [CH2:1]([O:8][C:9]([NH:11][C@H:12]([C:45]([OH:47])=[O:46])[CH2:13][CH2:14][C:15]([NH:17][CH2:18][CH2:19][O:20][CH2:21][C:22]1[NH:23][C:24]([CH3:44])=[C:25]([C:40]([O:42][CH3:43])=[O:41])[CH:26]([C:33]2[CH:38]=[CH:37][CH:36]=[CH:35][C:34]=2[Cl:39])[C:27]=1[C:28]([O:30][CH2:31][CH3:32])=[O:29])=[O:16])=[O:10])[C:2]1[CH:7]=[CH:6][CH:5]=[CH:4][CH:3]=1.[CH2:48](O)[CH3:49].C1(N=C=NC2CCCCC2)CCCCC1>CN(C)C1C=CN=CC=1.ClCCl>[CH2:1]([O:8][C:9]([NH:11][C@H:12]([C:45]([O:47][CH2:48][CH3:49])=[O:46])[CH2:13][CH2:14][C:15]([NH:17][CH2:18][CH2:19][O:20][CH2:21][C:22]1[NH:23][C:24]([CH3:44])=[C:25]([C:40]([O:42][CH3:43])=[O:41])[CH:26]([C:33]2[CH:38]=[CH:37][CH:36]=[CH:35][C:34]=2[Cl:39])[C:27]=1[C:28]([O:30][CH2:31][CH3:32])=[O:29])=[O:16])=[O:10])[C:2]1[CH:3]=[CH:4][CH:5]=[CH:6][CH:7]=1. Procedure details: A mixture of 2-[2-(-(S)-4-benzyloxycarbonylamino-4-carboxybutanamido)ethoxymethyl]-4-(2-chlorophenyl)-3-ethoxycarbonyl-5-methoxycarbonyl-6-methyl-1,4-dihydropyridine (1.0 g), ethanol (0.27 g), N,N'-dicyclohexylcarbodiimide ("DCCD") (0.34 g) and 4-dimethylaminopyridine (50 mg) was stirred in dichloromethane (10 ml) at room temperature for 18 hours. The resulting N,N'-dicyclohexylurea was then removed by filtration and the filtrate evaporated. The residue was purified by chromatography on silica u...